From a dataset of the Open Reaction Database (ORD), a public repository of structured organic reaction records. describe an organic reaction: reactants, conditions, products, and yield Reactants: C(C)(C)(C)OC(=O)N1CCC(CC1)C=1SC=C(N1)C(=O)O (2-[1-(tert-butoxycarbonyl)piperidin-4-yl]-1,3-thiazole-4-carboxylic acid), C1(=CC=CC2=CC=CC=C12)O (1-naphthol). Yields the product C1(=CC=CC2=CC=CC=C12)OC(=O)C=1N=C(SC1)C1CCN(CC1)C(=O)OC(C)(C)C (tert-Butyl 4-{4-[(1-naphthyloxy)carbonyl]-1,3-thiazol-2-yl}piperidine-1-carboxylate). RXN SMILES: [C:1]([O:5][C:6]([N:8]1[CH2:13][CH2:12][CH:11]([C:14]2[S:15][CH:16]=[C:17]([C:19]([OH:21])=[O:20])[N:18]=2)[CH2:10][CH2:9]1)=[O:7])([CH3:4])([CH3:3])[CH3:2].[C:22]1(O)[C:31]2[C:26](=[CH:27][CH:28]=[CH:29][CH:30]=2)[CH:25]=[CH:24][CH:23]=1>>[C:30]1([O:20][C:19]([C:17]2[N:18]=[C:14]([CH:11]3[CH2:12][CH2:13][N:8]([C:6]([O:5][C:1]([CH3:4])([CH3:2])[CH3:3])=[O:7])[CH2:9][CH2:10]3)[S:15][CH:16]=2)=[O:21])[C:31]2[C:26](=[CH:25][CH:24]=[CH:23][CH:22]=2)[CH:27]=[CH:28][CH:29]=1. Procedure: A solution of 2-[1-(tert-butoxycarbonyl)piperidin-4-yl]-1,3-thiazole-4-carboxylic acid (VIII-1, 12.0 g) is reacted analogously to Example IX-1 with 1-naphthol (7.20 g). This gives, after chromatographic purification, tert-butyl 4-{4-[(1-naphthyloxy)carbonyl]-1,3-thiazol-2-yl}piperidine-1-carboxylate (12.3 g, 73%) Starting materials: O1C(OCC1)CC[C@@H]1CC[C@H](CC1)C1=CC=C(C=C1)C1=CC=C(C=C1)OCCCCCCO (6-[4'-[trans-4-(2-[1,3]dioxolan-2-yl ethyl)cyclohexyl]-biphenyl-4-yloxy]-hexan-1-ol), C(C=C)(=O)O (acrylic acid), C1(CCCCC1)N=C=NC1CCCCC1 (dicyclohexylcarbodiimide). Reagents/catalysts: CN(C1=CC=NC=C1)C (4-dimethylamino-pyridine). Solvent: ClCCl (dichloromethane), ClCCl (dichloromethane). Conditions: time 8 hour. Product: C(C=C)(=O)OCCCCCCOC1=CC=C(C=C1)C1=CC=C(C=C1)[C@@H]1CC[C@H](CC1)CCC1OCCO1 (6-[4'-[trans-4-(2-[1,3]dioxolan-2-yl-ethyl)-cyclohexyl]-biphenyl-4-yloxy]-hexyl acrylate). Yield: 74.1%. Reaction SMILES: C1(N=C=NC2CCCCC2)CCCCC1.[O:16]1[CH2:20][CH2:19][O:18][CH:17]1[CH2:21][CH2:22][C@H:23]1[CH2:28][CH2:27][C@H:26]([C:29]2[CH:34]=[CH:33][C:32]([C:35]3[CH:40]=[CH:39][C:38]([O:41][CH2:42][CH2:43][CH2:44][CH2:45][CH2:46][CH2:47][OH:48])=[CH:37][CH:36]=3)=[CH:31][CH:30]=2)[CH2:25][CH2:24]1.[C:49](O)(=[O:52])[CH:50]=[CH2:51]>ClCCl.CN(C)C1C=CN=CC=1>[C:49]([O:48][CH2:47][CH2:46][CH2:45][CH2:44][CH2:43][CH2:42][O:41][C:38]1[CH:39]=[CH:40][C:35]([C:32]2[CH:33]=[CH:34][C:29]([C@H:26]3[CH2:25][CH2:24][C@H:23]([CH2:22][CH2:21][CH:17]4[O:18][CH2:19][CH2:20][O:16]4)[CH2:28][CH2:27]3)=[CH:30][CH:31]=2)=[CH:36][CH:37]=1)(=[O:52])[CH:50]=[CH2:51]. Reported procedure: 3.38 g of dicyclohexylcarbodiimide in 5 ml of dichloromethane was added dropwise while stirring at 0°-5° C. within 5 minutes to a solution of 6.2 g of 6-[4'-[trans-4-(2-[1,3]dioxolan-2-yl ethyl)cyclohexyl]-biphenyl-4-yloxy]-hexan-1-ol, 1.48 g of acrylic acid and 1.67 g of 4-dimethylamino-pyridine in 50 ml of dichloromethane. The reaction mixture was stirred overnight, filtered and then concentrated. Chromatography of the residue on silica gel with cyclohexane/ethyl acetate (vol. 8:2) gave 5.14 g... RXN SMILES: Cl[C:2]1[C:3]2[CH:11]([C:12]([F:15])([F:14])[F:13])[CH2:10][C:9](=[O:16])[N:8]([CH2:17][C:18]3[CH:23]=[CH:22][C:21]([O:24][CH3:25])=[CH:20][C:19]=3[O:26][CH3:27])[C:4]=2[N:5]=[CH:6][N:7]=1.Cl.Cl.Cl.[N:31]1([CH2:36][CH2:37][N:38]2[CH:42]=[C:41]([C:43]([F:46])([F:45])[F:44])[N:40]=[C:39]2[CH:47]2[CH2:52][CH2:51][NH:50][CH2:49][CH2:48]2)[CH2:35][CH2:34][CH2:33][CH2:32]1.CN1CCCC1=O.C(N(C(C)C)CC)(C)C>O>[CH3:27][O:26][C:19]1[CH:20]=[C:21]([O:24][CH3:25])[CH:22]=[CH:23][C:18]=1[CH2:17][N:8]1[C:4]2[N:5]=[CH:6][N:7]=[C:2]([N:50]3[CH2:49][CH2:48][CH:47]([C:39]4[N:38]([CH2:37][CH2:36][N:31]5[CH2:32][CH2:33][CH2:34][CH2:35]5)[CH:42]=[C:41]([C:43]([F:45])([F:46])[F:44])[N:40]=4)[CH2:52][CH2:51]3)[C:3]=2[CH:11]([C:12]([F:13])([F:14])[F:15])[CH2:10][C:9]1=[O:16] |f:1.2.3.4|. The reactants are ClC=1C2=C(N=CN1)N(C(CC2C(F)(F)F)=O)CC2=C(C=C(C=C2)OC)OC (4-chloro-8-(2,4-dimethoxybenzyl)-5-(trifluoromethyl)-5,6-dihydropyrido[2,3-d]pyrimidin-7(8H)-one), C(C)(C)N(CC)C(C)C (diisopropylethylamine), Cl.Cl.Cl.N1(CCCC1)CCN1C(=NC(=C1)C(F)(F)F)C1CCNCC1 (4-(1-(2-(pyrrolidin-1-yl)ethyl)-4-(trifluoromethyl)-1H-imidazol-2-yl)piperidine trihydrochloride), CN1C(CCC1)=O (N-methylpyrrolidinone). Yields the product COC1=C(CN2C(CC(C3=C2N=CN=C3N3CCC(CC3)C=3N(C=C(N3)C(F)(F)F)CCN3CCCC3)C(F)(F)F)=O)C=CC(=C1)OC (8-(2,4-dimethoxybenzyl)-4-(4-(1-(2-(pyrrolidin-1-yl)ethyl)-4-(trifluoromethyl)-1H-imidazol-2-yl)piperidin-1-yl)-5-(trifluoromethyl)-5,6-dihydropyrido[2,3-d]pyrimidin-7(8H)-one). Run at temperature 220 celsius. Reported procedure: Combine 4-chloro-8-(2,4-dimethoxybenzyl)-5-(trifluoromethyl)-5,6-dihydropyrido[2,3-d]pyrimidin-7(8H)-one (0.65 g, 1.62 mmol), 4-(1-(2-(pyrrolidin-1-yl)ethyl)-4-(trifluoromethyl)-1H-imidazol-2-yl)piperidine trihydrochloride (0.76 g, 1.1 eq), N-methylpyrrolidinone (20 mL) and diisopropylethylamine (1.69 mL, 6.0 eq) in a sealed vessel. Heat at 220° C. for 30 minutes. Dilute the reaction mixture with water and extract with ethyl acetate. Wash the organics with saturated aqueous sodium chloride. Dry ... Solvent: O (water). Procedure: A suspension of 50 parts of 3-amino-6-chloro-2-propionamidoquinoxaline in 1000 parts of pyridine was cooled to 5° in an ice bath. A solution of 96 parts of hexanoyl chloride in 88 parts of tetrahydrofuran was added as quickly as possible with good cooling to prevent the temperature from rising above 25°. The reaction mixture was stirred for 10 minutes and then poured into 2500 parts of ice water. The yellow gum which separated was removed by filtration and washed with water and then dissolved in... Reactants: ice water, 50, NC=1C(=NC2=CC=C(C=C2N1)Cl)NC(CC)=O (3-amino-6-chloro-2-propionamidoquinoxaline), N1=CC=CC=C1 (pyridine), 96, C(CCCCC)(=O)Cl (hexanoyl chloride). Run at time 10 minute. As a reaction SMILES: [NH2:1][C:2]1[C:3]([NH:13][C:14](=[O:17])[CH2:15][CH3:16])=[N:4][C:5]2[C:10]([N:11]=1)=[CH:9][C:8]([Cl:12])=[CH:7][CH:6]=2.N1C=CC=CC=1.[C:24](Cl)(=[O:30])[CH2:25][CH2:26][CH2:27][CH2:28][CH3:29]>O1CCCC1>[Cl:12][C:8]1[CH:9]=[C:10]2[C:5](=[CH:6][CH:7]=1)[N:4]=[C:3]([NH:13][C:14](=[O:17])[CH2:15][CH3:16])[C:2]([NH:1][C:24](=[O:30])[CH2:25][CH2:26][CH2:27][CH2:28][CH3:29])=[N:11]2. Run in O1CCCC1 (tetrahydrofuran). Yields the product ClC=1C=C2N=C(C(=NC2=CC1)NC(CC)=O)NC(CCCCC)=O (6-chloro-3-hexanamido-2-propionamidoquinoxaline). Product: CCOC(=O)C(Cc1ccc(CC)c(CC)c1)NC(C)=O. Reaction SMILES: [C:1]([CH3:2])(=[O:3])[NH:4][C:5]([C:6](=[O:7])[O:8][CH2:9][CH3:10])([C:11]([O-:12])=[O:13])[CH2:14][c:15]1[cH:16][c:17]([CH2:23][CH3:24])[c:18]([CH2:21][CH3:22])[cH:19][cH:20]1.[CH3:25][c:26]1[cH:27][cH:28][cH:29][cH:30][cH:31]1>>[C:1]([CH3:2])(=[O:3])[NH:4][CH:5]([C:6](=[O:7])[O:8][CH2:9][CH3:10])[CH2:14][c:15]1[cH:16][c:17]([CH2:23][CH3:24])[c:18]([CH2:21][CH3:22])[cH:19][cH:20]1. Starting materials: CCOC(=O)C(Cc1ccc(CC)c(CC)c1)(NC(C)=O)C(=O)[O-], Cc1ccccc1. Starting materials: N1(CCC1)C(=O)C=1C=NN(C1C(=O)NC1=CC=2N(C=C1)N=C(N2)C(=O)O)C (7-(4-(azetidine-1-carbonyl)-1-methyl-1H-pyrazole-5-carboxamido)-[1,2,4]triazolo[1,5-a]pyridine-2-carboxylic acid), FC(CCN)(F)F (3,3,3-trifluoropropan-1-amine), C(C)N(C(C)C)C(C)C (N-ethyldiisopropylamine), CCCP1(=O)OP(=O)(OP(=O)(O1)CCC)CCC (1-propanephosphonic acid cyclic anhydride), C([O-])(O)=O.[Na+] (sodium bicarbonate). Solvent: O1CCCC1 (tetrahydrofurane). Conditions: time 10 hour. Yields the product N1(CCC1)C(=O)C=1C=NN(C1C(=O)NC1=CC=2N(C=C1)N=C(N2)C(=O)NCCC(F)(F)F)C (7-(4-(azetidine-1-carbonyl)-1-methyl-1H-pyrazole-5-carboxamido)-N-(3,3,3-trifluoropropyl)-[1,2,4]triazolo[1,5-a]pyridine-2-carboxamide). Isolated yield 17.6%. As a reaction SMILES: [N:1]1([C:5]([C:7]2[CH:8]=[N:9][N:10]([CH3:27])[C:11]=2[C:12]([NH:14][C:15]2[CH:20]=[CH:19][N:18]3[N:21]=[C:22]([C:24]([OH:26])=O)[N:23]=[C:17]3[CH:16]=2)=[O:13])=[O:6])[CH2:4][CH2:3][CH2:2]1.[F:28][C:29]([F:34])([F:33])[CH2:30][CH2:31][NH2:32].C(N(C(C)C)C(C)C)C.CCCP1(OP(CCC)(=O)OP(CCC)(=O)O1)=O.C(=O)(O)[O-].[Na+]>O1CCCC1>[N:1]1([C:5]([C:7]2[CH:8]=[N:9][N:10]([CH3:27])[C:11]=2[C:12]([NH:14][C:15]2[CH:20]=[CH:19][N:18]3[N:21]=[C:22]([C:24]([NH:32][CH2:31][CH2:30][C:29]([F:34])([F:33])[F:28])=[O:26])[N:23]=[C:17]3[CH:16]=2)=[O:13])=[O:6])[CH2:2][CH2:3][CH2:4]1 |f:4.5|. Procedure details: A mixture of 7-(4-(azetidine-1-carbonyl)-1-methyl-1H-pyrazole-5-carboxamido)-[1,2,4]triazolo[1,5-a]pyridine-2-carboxylic acid (140 mg, 0.379 mmole), 3,3,3-trifluoropropan-1-amine (214 mg, 1.9 mmole), N-ethyldiisopropylamine (265 ul, 1.52 mmole) and 1-propanephosphonic acid cyclic anhydride (50% in ethyl acetate, 569 ul, 0.948 mmole) in tetrahydrofurane (7 ml) is stirred for 10 h at roomtemperature. The reaction mixture is poured on sat. aqueous sodium bicarbonate solution (60 ml) and extracted w... Starting materials: CC1(OB(OC1(C)C)C1=CC=C(C=C1)N(C1=CC=C(C=C1)C)C1=CC=C(C=C1)C)C ([4-(4,4,5,5-tetramethyl-1,3,2-dioxaborolane-2-yl)-phenyl]-di-p-tolylamine), BrC=1C=CC2=C(SC(=C2C2=CC=C(C=C2)C)C2=CC=C(C=C2)C)C1 (6-bromo-2,3-di-p-tolyl-benzo[b]thiophene). Product: C1(=CC=C(C=C1)NC1=C(C=CC=C1NC1=CC=C(C=C1)C)C1=CC2=C(S1)C=CC=C2)C (2,3-di-p-tolylaminophenyl-benzo[b]thiophene). RXN SMILES: CC1(C)C(C)(C)OB(C2C=CC([N:15]([C:23]3[CH:28]=[CH:27][C:26](C)=[CH:25][CH:24]=3)[C:16]3[CH:21]=[CH:20][C:19]([CH3:22])=[CH:18][CH:17]=3)=CC=2)O1.Br[C:32]1[CH:33]=[CH:34][C:35]2[C:39](C3C=CC(C)=CC=3)=[C:38](C3C=CC(C)=CC=3)[S:37][C:36]=2[CH:54]=1>>[C:19]1([CH3:22])[CH:20]=[CH:21][C:16]([NH:15][C:24]2[C:23]([NH:15][C:16]3[CH:17]=[CH:18][C:19]([CH3:22])=[CH:20][CH:21]=3)=[CH:28][CH:27]=[CH:26][C:25]=2[C:38]2[S:37][C:36]3[CH:54]=[CH:32][CH:33]=[CH:34][C:35]=3[CH:39]=2)=[CH:17][CH:18]=1. Procedure: 2,3-di-p-tolylaminophenyl-benzo[b]thiophene was synthesized in the same manner as in Synthesis Example 1, except that [4-(4,4,5,5-tetramethyl-1,3,2-dioxaborolane-2-yl)-phenyl]-di-p-tolylamine was used instead of p-tolylboronic acid used to synthesize Intermediate B in Synthesis Example 1. Reactants: [H-].[Na+] (sodium hydride), C1(=CC=CC=C1)C(C1=CC=CC=C1)OC(=O)C12C(=CC3C2(CC2C(CCC2C1(C3)C=O)C)COC31OC2C(O3)OC(C2O)C1O[Si](C)(C)C(C)(C)C)C(C)C (8a-[[[6-(hydroxy)tetrahydro-7-t-butyldimethylsilyloxy-2,5-methanofuro[2,3-d]-1,3-dioxol-2-yl]oxy]methyl]-4-formyl-4,4a,5,6,7,7a,8,8a-octahydro-7-methyl-3-(1-methylethyl)-1,4-methano-s-indacene-3a(1H)-carboxylic acid diphenylmethyl ester), C(CCCCC)Cl (hexyl chloride). The solvent is CN(C=O)C (dimethylformamide). Run at time 15 minute. The product is C1(=CC=CC=C1)C(C1=CC=CC=C1)OC(=O)C12C(=CC3C2(CC2C(CCC2C1(C3)C=O)C)COC31OC2C(O3)OC(C2OCCCCCC)C1O[Si](C)(C)C(C)(C)C)C(C)C (8a-[[[6-(hexyloxy)tetrahydro-7-t-butyldimethylsilyloxy-2,5-methanofuro[2,3-d]-1,3-dioxol-2-yl]oxy]methyl]-4-formyl-4,4a,5,6,7,7a,8,8a-octahydro-7-methyl-3-(1-methylethyl)-1,4-methano-s-indacene-3a(1H)-carboxylic acid diphenylmethyl ester). Reaction SMILES: [C:1]1([CH:7]([O:14][C:15]([C:17]23[C:28]4([CH:30]=[O:31])[CH2:29][CH:20]([C:21]2([CH2:33][O:34][C:35]25[CH:44]([O:45][Si:46]([C:49]([CH3:52])([CH3:51])[CH3:50])([CH3:48])[CH3:47])[CH:41]6[CH:42]([OH:43])[CH:37]([CH:38]([O:40]6)[O:39]2)[O:36]5)[CH2:22][CH:23]2[CH:27]4[CH2:26][CH2:25][CH:24]2[CH3:32])[CH:19]=[C:18]3[CH:53]([CH3:55])[CH3:54])=[O:16])[C:8]2[CH:13]=[CH:12][CH:11]=[CH:10][CH:9]=2)[CH:6]=[CH:5][CH:4]=[CH:3][CH:2]=1.[H-].[Na+].[CH2:58](Cl)[CH2:59][CH2:60][CH2:61][CH2:62][CH3:63]>CN(C)C=O>[C:1]1([CH:7]([O:14][C:15]([C:17]23[C:28]4([CH:30]=[O:31])[CH2:29][CH:20]([C:21]2([CH2:33][O:34][C:35]25[CH:44]([O:45][Si:46]([C:49]([CH3:52])([CH3:51])[CH3:50])([CH3:48])[CH3:47])[CH:41]6[CH:42]([O:43][CH2:58][CH2:59][CH2:60][CH2:61][CH2:62][CH3:63])[CH:37]([CH:38]([O:40]6)[O:39]2)[O:36]5)[CH2:22][CH:23]2[CH:27]4[CH2:26][CH2:25][CH:24]2[CH3:32])[CH:19]=[C:18]3[CH:53]([CH3:55])[CH3:54])=[O:16])[C:8]2[CH:9]=[CH:10][CH:11]=[CH:12][CH:13]=2)[CH:6]=[CH:5][CH:4]=[CH:3][CH:2]=1 |f:1.2|. Procedure details: 100.0 mg of compound (6) was dissolved in 0.8 ml of dry dimethylformamide under a nitrogen atmosphere and mixed with about 10 mg of sodium hydride under cooling with ice. After 15 minutes, 44 μl of hexyl chloride was added, and the reaction solution was stirred under cooling with ice for 2 hours. The reaction solution was allowed to react at room temperature for another 90 minutes under stirring. Then, the reaction solution was charged onto a silica gel column (Kieselgel 60, Merck, 1.0φ×21 cm) a...